From a dataset of the Open Reaction Database (ORD), a public repository of structured organic reaction records. describe an organic reaction: reactants, conditions, products, and yield Reactants: C(#N)C1=CC2=C(N(C(=N2)CC)C2=CC=C(C=C2)CCNC(=O)NS(=O)(=O)C2=CC=C(C=C2)C)C=C1 (5-CYANO-2-ETHYL-1-(4-{2-[({[(4-METHYLPHENYL)SULFONYL]AMINO}CARBONYL)AMINO]ETHYL}PHENYL)-1H-BENZIMIDAZOLE), CS(=O)C (DMSO), aqueous solution, OO (hydrogen peroxide), [OH-].[Na+] (NaOH). Run in CO (methanol), O (water). Reaction conditions: temperature 50 celsius, time 4 hour. Product: C(C)C1=NC2=C(N1C1=CC=C(C=C1)CCNC(=O)NS(=O)(=O)C1=CC=C(C=C1)C)C=CC(=C2)C(=O)N (2-ETHYL-1-(4-{2-[({[(4-METHYLPHENYL)SULFONYL]AMINO}CARBONYL)AMINO]ETHYL}PHENYL)-1H-BENZIMIDAZOLE-5-CARBOXAMIDE). As a reaction SMILES: [C:1]([C:3]1[CH:35]=[CH:34][C:6]2[N:7]([C:12]3[CH:17]=[CH:16][C:15]([CH2:18][CH2:19][NH:20][C:21]([NH:23][S:24]([C:27]4[CH:32]=[CH:31][C:30]([CH3:33])=[CH:29][CH:28]=4)(=[O:26])=[O:25])=[O:22])=[CH:14][CH:13]=3)[C:8]([CH2:10][CH3:11])=[N:9][C:5]=2[CH:4]=1)#[N:2].CS(C)=[O:38].OO.[OH-].[Na+]>O.CO>[CH2:10]([C:8]1[N:7]([C:12]2[CH:13]=[CH:14][C:15]([CH2:18][CH2:19][NH:20][C:21]([NH:23][S:24]([C:27]3[CH:28]=[CH:29][C:30]([CH3:33])=[CH:31][CH:32]=3)(=[O:25])=[O:26])=[O:22])=[CH:16][CH:17]=2)[C:6]2[CH:34]=[CH:35][C:3]([C:1]([NH2:2])=[O:38])=[CH:4][C:5]=2[N:9]=1)[CH3:11] |f:3.4|. Procedure details: To a mixture of 2-[4-(5-cyano-2-ethyl-1H-benzimidazol-1-yl)phenyl]ethanol (step 4 of Example 82, 200 mg, 0.68 mmol), DMSO (0.06 mL, 0.82 mmol) and methanol (10 mL) was added 30% aqueous solution of hydrogen peroxide (0.12 mL, 1.0 mmol) and 0.2 M aqueous NaOH (0.06 mL). The mixture was stirred at 50° C. for 4 h, then cooled. The mixture was poured into water (50 mL) and extracted with ethyl acetate (100 mL). The organic layer was washed with 2N aqueous NaOH (50 mL) and brine (50 mL), then dried (... Starting materials: CCOC(=O)C1CCC(n2cc(I)c3c(Cl)ncnc32)CC1, CC(C)O, N. The product is CCOC(=O)C1CCC(n2cc(I)c3c(N)ncnc32)CC1. RXN SMILES: [CH2:2]([CH3:3])[O:4][C:5](=[O:6])[CH:7]1[CH2:8][CH2:9][CH:10]([n:13]2[cH:14][c:15]([I:23])[c:16]3[c:17]2[n:18][cH:19][n:20][c:21]3[Cl:22])[CH2:11][CH2:12]1.[CH:24]([OH:25])([CH3:26])[CH3:27].[NH3:1]>>[NH2:1][c:21]1[c:16]2[c:15]([I:23])[cH:14][n:13]([CH:10]3[CH2:9][CH2:8][CH:7]([C:5]([O:4][CH2:2][CH3:3])=[O:6])[CH2:12][CH2:11]3)[c:17]2[n:18][cH:19][n:20]1. The product is ClC1=CC=C(C=C1)C1CC(=O)OC(C1)=O (3-(4-chlorophenyl)glutaric anhydride). The yield is 95.8%. Procedure details: The suspension of commercial 3-(4-chlorophenyl)glutaric acid (15 g) in acetyl chloride (20 ml) was heated to reflux for 2 h. Then precipitation of the product is completed by addition of petrol ether (50 ml) and cooling to rt. The precipitate is isolated by suction filtration, washed with petrol ether, and dried in vacuo to give 3-(4-chlorophenyl)glutaric anhydride (13.3 g) as colourless crystals. Run in C(C)(=O)Cl (acetyl chloride). Reactants: ClC1=CC=C(C=C1)C(CC(=O)O)CC(=O)O (3-(4-chlorophenyl)glutaric acid). RXN SMILES: [Cl:1][C:2]1[CH:7]=[CH:6][C:5]([CH:8]([CH2:13][C:14]([OH:16])=[O:15])[CH2:9][C:10]([OH:12])=O)=[CH:4][CH:3]=1>C(Cl)(=O)C>[Cl:1][C:2]1[CH:3]=[CH:4][C:5]([CH:8]2[CH2:9][C:10](=[O:12])[O:16][C:14](=[O:15])[CH2:13]2)=[CH:6][CH:7]=1. Reactants: CC(Nc1nc2cc[nH]c(=O)c2c2cc(Br)ccc12)C(C)(C)C, CCCCO, [Cu]I, [I-], [Na+]. Product: CC(Nc1nc2cc[nH]c(=O)c2c2cc(I)ccc12)C(C)(C)C. As a reaction SMILES: [Br:1][c:2]1[cH:3][c:4]2[c:5]([c:6]([NH:15][CH:16]([C:17]([CH3:18])([CH3:19])[CH3:20])[CH3:21])[n:7][c:8]3[cH:9][cH:10][nH:11][c:12](=[O:14])[c:13]23)[cH:22][cH:23]1.[CH3:28][CH2:29][CH2:30][CH2:31][OH:32].[Cu:26][I:27].[I-:25].[Na+:24]>>[c:2]1([I:25])[cH:3][c:4]2[c:5]([c:6]([NH:15][CH:16]([C:17]([CH3:18])([CH3:19])[CH3:20])[CH3:21])[n:7][c:8]3[cH:9][cH:10][nH:11][c:12](=[O:14])[c:13]23)[cH:22][cH:23]1. Starting materials: ClC=1C=C(C=CC1N1N=CC(=C1)Cl)C(C(=O)N)C (2-[3-chloro-4-(4-chloropyrazol-1-yl) phenyl] propionamide), O(Cl)Cl.[P] (phosphorus oxy chloride). Reaction SMILES: [Cl:1][C:2]1[CH:3]=[C:4]([CH:14]([CH3:18])[C:15]([NH2:17])=O)[CH:5]=[CH:6][C:7]=1[N:8]1[CH:12]=[C:11]([Cl:13])[CH:10]=[N:9]1.O(Cl)Cl.[P]>>[Cl:1][C:2]1[CH:3]=[C:4]([CH:14]([CH3:18])[C:15]#[N:17])[CH:5]=[CH:6][C:7]=1[N:8]1[CH:12]=[C:11]([Cl:13])[CH:10]=[N:9]1 |f:1.2|. Isolated yield 74776.6%. Yields the product ClC=1C=C(C=CC1N1N=CC(=C1)Cl)C(C#N)C (2-[3-chloro-4-(4-chloropyrazol-1-yl) phenyl] propionitrile). Procedure: 2.84 g (0.01 mmole) of 2-[3-chloro-4-(4-chloropyrazol-1-yl) phenyl] propionamide and 1 g (7 mmoles) of phosphorus oxy chloride are heated to 100° C. for one hour. The reaction mixture is cooled, washed with sodium carbonate solution and water, concentrated and distilled. 1.99 g (75%) of 2-[3-chloro-4-(4-chloropyrazol-1-yl) phenyl] propionitrile (b.p. 107°-109° C./10-2 mm Hg) are obtained. Starting materials: [Na] (sodium), C(C)O (ethanol), ClC1=NN=C(C2=CC=CC=C12)Cl (1,4-dichlorophthalazine). Reaction conditions: temperature 50 celsius, time 1 hour. Product: C(C)OC1=NN=C(C2=CC=CC=C12)Cl (1-ethoxy-4-chlorophthalazine). RXN SMILES: [Na].Cl[C:3]1[C:12]2[C:7](=[CH:8][CH:9]=[CH:10][CH:11]=2)[C:6]([Cl:13])=[N:5][N:4]=1.[CH2:14]([OH:16])[CH3:15]>>[CH2:14]([O:16][C:3]1[C:12]2[C:7](=[CH:8][CH:9]=[CH:10][CH:11]=2)[C:6]([Cl:13])=[N:5][N:4]=1)[CH3:15] |^1:0|. Reported procedure: 0.69 g(0.03 mol) of metallic sodium was dissolved in 100 ml of absolute ethanol and then 5.97 g(0.03 mol) of 1,4-dichlorophthalazine was added thereto and completely dissolved. The reaction solution was stirred for one hour at 50±10° C. and then treated according to the same manner as Preparation 5 to obtain the title compound as a white needle crystal.